This data is from the Open Reaction Database (ORD), a public repository of structured organic reaction records. The task is: describe an organic reaction: reactants, conditions, products, and yield Starting materials: CC(C)(C)OC(=O)NC(C)(C(=O)O)c1ccccc1, C1COCCN1, CCN(C(C)C)C(C)C, CN(C)C=O. As a reaction SMILES: [C:1]([CH3:2])([CH3:3])([CH3:4])[O:5][C:6](=[O:7])[NH:8][C:9]([CH3:10])([C:11](=[O:12])[OH:13])[c:14]1[cH:15][cH:16][cH:17][cH:18][cH:19]1.[CH2:20]1[CH2:21][O:22][CH2:23][CH2:24][NH:25]1.[CH:26]([N:27]([CH:28]([CH3:29])[CH3:30])[CH2:31][CH3:32])([CH3:33])[CH3:34].[O:35]=[CH:36][N:37]([CH3:38])[CH3:39]>>[C:1]([CH3:2])([CH3:3])([CH3:4])[O:5][C:6](=[O:7])[NH:8][C:9]([CH3:10])([C:11](=[O:13])[N:25]1[CH2:20][CH2:21][O:22][CH2:23][CH2:24]1)[c:14]1[cH:15][cH:16][cH:17][cH:18][cH:19]1. The product is CC(C)(C)OC(=O)NC(C)(C(=O)N1CCOCC1)c1ccccc1. Starting materials: CNCCC#N (N-methyl-(2-cyanoethyl)amine), [I-].CSC1=[S+]C=CS1 (2-methylthio-1,3-dithiolium iodide). Run in O1CCCC1 (tetrahydrofuran). The product is [I-].S1C(SC=C1)=C[NH2+]CCC#N (1-(1,3-dithiol-2-ylidene)-N-methyl-N-(2-cyanoethyl)ammonium iodide). The yield is 79.6%. As a reaction SMILES: [CH3:1][NH:2][CH2:3][CH2:4][C:5]#[N:6].[I-:7].CS[C:10]1[S:14][CH:13]=[CH:12][S+:11]=1>O1CCCC1>[I-:7].[S:11]1[CH:12]=[CH:13][S:14][C:10]1=[CH:1][NH2+:2][CH2:3][CH2:4][C:5]#[N:6] |f:1.2,4.5|. Procedure details: To 30 ml of tetrahydrofuran, 0.8 g of N-methyl-(2-cyanoethyl)amine was dissolved, and 2.0 g of 2-methylthio-1,3-dithiolium iodide was gradually added thereto under stirring at room temperature. The mixture was stirred at room temperature for 1 hour, and then the precipitated crystals were collected by filtration and recrystallized from acetone-ethyl ether, whereby 1.8 g (yield: 80%) of 1-(1,3-dithiol-2-ylidene)-N-methyl-N-(2-cyanoethyl)ammonium iodide (Compound No. 4) was obtained as crystals ha... The reactants are ClCC1=NOC(=C1)C1=CC=C(C=C1)C(F)(F)F (3-chloromethyl-5-(4-trifluoromethyl-phenyl)-isoxazole), COC(COC1=C2CCCOC2=C(C=C1)S)=O ((8-mercapto-chroman-5-yloxy)-acetic acid methyl ester). The product is FC(C1=CC=C(C=C1)C1=CC(=NO1)CSC=1C=CC(=C2CCCOC12)OCC(=O)O)(F)F ({8-[5-(4-Trifluoromethyl-phenyl)-isoxazol-3-ylmethylsulfanyl]-chroman-5-yloxy}-acetic acid). As a reaction SMILES: Cl[CH2:2][C:3]1[CH:7]=[C:6]([C:8]2[CH:13]=[CH:12][C:11]([C:14]([F:17])([F:16])[F:15])=[CH:10][CH:9]=2)[O:5][N:4]=1.C[O:19][C:20](=[O:34])[CH2:21][O:22][C:23]1[CH:32]=[CH:31][C:30]([SH:33])=[C:29]2[C:24]=1[CH2:25][CH2:26][CH2:27][O:28]2>>[F:15][C:14]([F:17])([F:16])[C:11]1[CH:12]=[CH:13][C:8]([C:6]2[O:5][N:4]=[C:3]([CH2:2][S:33][C:30]3[CH:31]=[CH:32][C:23]([O:22][CH2:21][C:20]([OH:34])=[O:19])=[C:24]4[C:29]=3[O:28][CH2:27][CH2:26][CH2:25]4)[CH:7]=2)=[CH:9][CH:10]=1. Procedure: The title compound was prepared in the manner analogous to Example 1F using 42C and (8-mercapto-chroman-5-yloxy)-acetic acid methyl ester. mp 112-113° C.; MS m/z 480 (M+1).